This data is from the Open Reaction Database (ORD), a public repository of structured organic reaction records. The task is: describe an organic reaction: reactants, conditions, products, and yield Starting materials: II (iodine), S(O)(O)(=O)=O (sulphuric acid), CC=1C=C(CO)C=CC1C (3,4-dimethylbenzyl alcohol), CN(CCN(C)C)C (N,N,N′,N′-tetramethyl-ethylenediamine), C(CCC)[Li] (n-butyllithium). Run in C1CCOC1 (THF), CCCCC (pentane). Conditions: temperature -30 celsius, time 15 minute. Product: IC1=C(C=C(C(=C1)C)C)CO ((2-iodo-4,5-dimethyl-phenyl)-methanol). Yield: 22.5%. Reaction SMILES: [CH3:1][C:2]1[CH:3]=[C:4]([CH:7]=[CH:8][C:9]=1[CH3:10])[CH2:5][OH:6].CN(C)CCN(C)C.C([Li])CCC.[I:24]I.S(=O)(=O)(O)O>CCCCC.C1COCC1>[I:24][C:7]1[CH:8]=[C:9]([CH3:10])[C:2]([CH3:1])=[CH:3][C:4]=1[CH2:5][OH:6]. Procedure: A solution, cooled to 0° C., of 6.81 g of 3,4-dimethylbenzyl alcohol and 11.62 ml of N,N,N′,N′-tetramethyl-ethylenediamine in 150 ml of pentane was treated with 62.5 ml of n-butyllithium solution (1.6M in hexane). The reaction mixture was boiled at reflux for 11 hrs. Then, 12.69 g of iodine in 50 ml of THF were added dropwise at −30° C. The mixture was stirred for 15 min. at −30° C. and then left to warm to room temperature. The reaction mixture was added to 100 ml of 10% sulphuric acid. The cru... RXN SMILES: [Br:1][c:2]1[cH:3][cH:4][c:5](-[n:8]2[c:9]([CH3:14])[cH:10][cH:11][c:12]2[CH3:13])[n:6][cH:7]1.[C:29]([O:30][CH3:31])([CH3:32])([CH3:33])[CH3:34].[CH2:15]([Li:16])[CH2:17][CH2:18][CH3:19].[Cl:20][CH2:21][C:22](=[O:23])[N:24]([O:25][CH3:26])[CH3:27].[ClH:28].[OH2:35]>>[c:2]1([C:22]([CH2:21][Cl:20])=[O:23])[cH:3][cH:4][c:5](-[n:8]2[c:9]([CH3:14])[cH:10][cH:11][c:12]2[CH3:13])[n:6][cH:7]1. The reactants are Cc1ccc(C)n1-c1ccc(Br)cn1, COC(C)(C)C, [Li]CCCC, CON(C)C(=O)CCl, Cl, O. The product is Cc1ccc(C)n1-c1ccc(C(=O)CCl)cn1. Reactants: ClC=1C=C(C=CC1)C1=CC(N(C2=CC=C(C=C12)C(O)C=1SC(=CC1)Cl)C)=O (4-(3-chloro-phenyl)-6-[(5-chloro-thiophen-2-yl)-hydroxy-methyl]-1-methyl-1H-quinolin-2-one), S(=O)(Cl)Cl (thionyl chloride). Run in C(Cl)Cl (CH2Cl2). Reaction conditions: time 4 hour. Product: ClC(C=1C=C2C(=CC(N(C2=CC1)C)=O)C1=CC(=CC=C1)Cl)C=1SC(=CC1)Cl (6-[Chloro-(5-chloro-thiophen-2-yl)-methyl]-4-(3chloro-phenyl)-1-methyl-1H-quinolin-2-one). RXN SMILES: [Cl:1][C:2]1[CH:3]=[C:4]([C:8]2[C:17]3[C:12](=[CH:13][CH:14]=[C:15]([CH:18]([C:20]4[S:21][C:22]([Cl:25])=[CH:23][CH:24]=4)O)[CH:16]=3)[N:11]([CH3:26])[C:10](=[O:27])[CH:9]=2)[CH:5]=[CH:6][CH:7]=1.S(Cl)([Cl:30])=O>C(Cl)Cl>[Cl:30][CH:18]([C:20]1[S:21][C:22]([Cl:25])=[CH:23][CH:24]=1)[C:15]1[CH:16]=[C:17]2[C:12](=[CH:13][CH:14]=1)[N:11]([CH3:26])[C:10](=[O:27])[CH:9]=[C:8]2[C:4]1[CH:5]=[CH:6][CH:7]=[C:2]([Cl:1])[CH:3]=1. Procedure details: To a solution of 4-(3-chloro-phenyl)-6-[(5-chloro-thiophen-2-yl)-hydroxy-methyl]-1-methyl-1H-quinolin-2-one 49 mg, 0.12 mmol) in CH2Cl2 (0.5 ml) was added thionyl chloride dropwise. The reaction mixture was stirred at room temperature for four hours. Thionyl chloride was removed under reduced pressure. The crude chloride was taken up in toluene and concentrated under vacuum to give a yellow solid which was used without further purification. The reactants are O=C([O-])O, Cc1ccccc1, CCN(C(C)C)C(C)C, O=c1[nH]cnn2ccc(Cl)c12, [Na+], ClOCl, [P+3]. The product is Clc1ccn2ncnc(Cl)c12. As a reaction SMILES: [C:25](=[O:26])([OH:27])[O-:28].[CH3:30][c:31]1[cH:32][cH:33][cH:34][cH:35][cH:36]1.[CH:12]([N:13]([CH:14]([CH3:15])[CH3:16])[CH2:17][CH3:18])([CH3:19])[CH3:20].[Cl:1][c:2]1[cH:3][cH:4][n:5]2[n:6][cH:7][nH:8][c:9](=[O:11])[c:10]12.[Na+:29].[O:21]([Cl:22])[Cl:23].[P+3:24]>>[Cl:1][c:2]1[cH:3][cH:4][n:5]2[n:6][cH:7][n:8][c:9]([Cl:22])[c:10]12. Starting materials: CC(Cl)Cl, CC(C)(CC(=O)O)N=[N+]=[N-], O=S(Cl)Cl. Product: CC(C)(CC(=O)Cl)N=[N+]=[N-]. RXN SMILES: [Cl:15][CH:16]([Cl:17])[CH3:18].[N:1](=[N+:2]=[N-:3])[C:4]([CH2:5][C:6](=[O:7])[OH:8])([CH3:9])[CH3:10].[S:11]([Cl:12])([Cl:13])=[O:14]>>[N:1](=[N+:2]=[N-:3])[C:4]([CH2:5][C:6](=[O:7])[Cl:13])([CH3:9])[CH3:10]. Reactants: CS(=O)(=O)OC1CN(C(c2ccccc2)c2ccccc2)C1, Cc1ccccc1, [H-], [Na+], Oc1ccccc1. Yields the product c1ccc(OC2CN(C(c3ccccc3)c3ccccc3)C2)cc1. RXN SMILES: [CH3:10][S:11]([O:12][CH:15]1[CH2:16][N:17]([CH:19]([c:20]2[cH:21][cH:22][cH:23][cH:24][cH:25]2)[c:26]2[cH:27][cH:28][cH:29][cH:30][cH:31]2)[CH2:18]1)(=[O:13])=[O:14].[CH3:32][c:33]1[cH:34][cH:35][cH:36][cH:37][cH:38]1.[H-:8].[Na+:9].[OH:1][c:2]1[cH:3][cH:4][cH:5][cH:6][cH:7]1>>[O:1]([c:2]1[cH:3][cH:4][cH:5][cH:6][cH:7]1)[CH:15]1[CH2:16][N:17]([CH:19]([c:20]2[cH:21][cH:22][cH:23][cH:24][cH:25]2)[c:26]2[cH:27][cH:28][cH:29][cH:30][cH:31]2)[CH2:18]1. Starting materials: O (water), CN1N=C(C2=C(C=CC=C12)F)S(=O)(=O)Cl (1-methyl-4-fluoro-1H-indazole-3-sulfonylchloride), C(C)(C)(C)N (t-butylamine). Run in C1CCOC1 (THF), C1CCOC1 (THF). Run at time 8 hour. Product: C(C)(C)(C)NS(=O)(=O)C1=NN(C2=CC=CC(=C12)F)C (3-(N-t-butylsulfamoyl)-1-methyl-4-fluoro-1H-indazole). The yield is 99.5%. Reaction SMILES: [CH3:1][N:2]1[C:10]2[C:5](=[C:6]([F:11])[CH:7]=[CH:8][CH:9]=2)[C:4]([S:12](Cl)(=[O:14])=[O:13])=[N:3]1.[C:16]([NH2:20])([CH3:19])([CH3:18])[CH3:17].O>C1COCC1>[C:16]([NH:20][S:12]([C:4]1[C:5]2[C:10](=[CH:9][CH:8]=[CH:7][C:6]=2[F:11])[N:2]([CH3:1])[N:3]=1)(=[O:14])=[O:13])([CH3:19])([CH3:18])[CH3:17]. Reported procedure: Further, 13.9 g (56 mmol) of 1-methyl-4-fluoro-1H-indazole-3-sulfonylchloride in 50 ml of THF, was added to 12.9 g (177 mmol) of t-butylamine in 100 ml of THF, and the mixture was stirred at room temperature overnight. After completion of the reaction, the mixture was poured into a large excess amount of water, whereupon the crystals were collected by filtration and dried in air to obtain 15.9 g (yield: 99.6%) of 3-(N-t-butylsulfamoyl)-1-methyl-4-fluoro-1H-indazole (compound represented by the f...